From a dataset of the Open Reaction Database (ORD), a public repository of structured organic reaction records. describe an organic reaction: reactants, conditions, products, and yield Reactants: O=C([O-])[O-], CCI, CN(C)C=O, [K+], [K+], N#Cc1c(N2CCc3ccccc3CC2)nc(CCOC2CCCCO2)[nH]c1=O. Yields the product CCn1c(CCOC2CCCCO2)nc(N2CCc3ccccc3CC2)c(C#N)c1=O. Reaction SMILES: [C:33](=[O:34])([O-:35])[O-:36].[CH2:30]([CH3:31])[I:32].[CH3:39][N:40]([CH3:41])[CH:42]=[O:43].[K+:37].[K+:38].[O:1]=[c:2]1[c:3]([C:28]#[N:29])[c:4]([N:17]2[CH2:18][CH2:19][c:20]3[c:21]([cH:24][cH:25][cH:26][cH:27]3)[CH2:22][CH2:23]2)[n:5][c:6]([CH2:8][CH2:9][O:10][CH:11]2[O:12][CH2:13][CH2:14][CH2:15][CH2:16]2)[nH:7]1>>[O:1]=[c:2]1[c:3]([C:28]#[N:29])[c:4]([N:17]2[CH2:18][CH2:19][c:20]3[c:21]([cH:24][cH:25][cH:26][cH:27]3)[CH2:22][CH2:23]2)[n:5][c:6]([CH2:8][CH2:9][O:10][CH:11]2[O:12][CH2:13][CH2:14][CH2:15][CH2:16]2)[n:7]1[CH2:30][CH3:31]. Starting materials: COC1=C(C(C2=CC(=CC=C2)N)O)C=C(C=C1)OC (2,5-dimethoxy-3'-aminobenzhydrol), Cl (hydrochloric acid), ( b ), Cl (hydrochloric acid). Reagents/catalysts: [Zn] (zinc). Run in C(C)(=O)O (acetic acid). Reaction conditions: time 2 hour. Yields the product COC1=C(C=C(C=C1)OC)CC1=CC(=CC=C1)N (1,4-Dimethoxy-2-(3'-aminobenzyl)benzene). Isolated yield 76.7%. As a reaction SMILES: [CH3:1][O:2][C:3]1[CH:17]=[CH:16][C:15]([O:18][CH3:19])=[CH:14][C:4]=1[CH:5](O)[C:6]1[CH:11]=[CH:10][CH:9]=[C:8]([NH2:12])[CH:7]=1.Cl>[Zn].C(O)(=O)C>[CH3:1][O:2][C:3]1[CH:17]=[CH:16][C:15]([O:18][CH3:19])=[CH:14][C:4]=1[CH2:5][C:6]1[CH:11]=[CH:10][CH:9]=[C:8]([NH2:12])[CH:7]=1. Procedure: To 300 ml of acetic acid were added 96 g of zinc powder and 50 g of the 2,5-dimethoxy-3'-aminobenzhydrol prepared in (b) then 240 ml of a 35% hydrochloric acid aqueous solution was added dropwise at 80° C. After 30 minutes the same amount of the 35% hydrochloric acid solution was further added. After 2 hours of stirring, the mixture was cooled and the supernatant liquid was separated, to which an aqueous solution of sodium hydroxide was added until the pH became 5. An oily product deposited whic... The reactants are CC(C)(C)[O-].[K+] (KOtBu), FC(C1=CC=C(C=C1)C1=CC=C(C=C1)CO)(F)F ([4′-(trifluoromethyl)biphenyl-4-yl]methanol), FC1=NC=CC=C1C1=NC(=CC=C1)N1N=CC(=C1C(F)(F)F)C(=O)OCC (Ethyl 1-(2′-fluoro-2,3′-bipyridin-6-yl)-5-(trifluoromethyl)-1H-pyrazole-4-carboxylate), [OH-].[Na+] (NaOH). Solvent: CN(C)C=O (DMF), O1CCOCC1 (1,4-dioxane), CO (MeOH), C(C)#N (acetonitrile), O (water). Reaction conditions: time 5 minute. The product is C(=O)(C(F)(F)F)O (TFA), FC(C1=C(C=NN1C1=CC=CC(=N1)C=1C(=NC=CC1)OCC1=CC=C(C=C1)C1=CC=C(C=C1)C(F)(F)F)C(=O)O)(F)F (5-(Trifluoromethyl)-1-(2′-{[4′-(trifluoromethyl)biphenyl-4-yl]methoxy}-2,3′-bipyridin-6-yl)-1H-pyrazole-4-carboxylic acid). Reaction SMILES: CC([O-:5])(C)C.[K+].[F:7][C:8]([F:24])([F:23])[C:9]1[CH:14]=[CH:13][C:12]([C:15]2[CH:20]=[CH:19][C:18]([CH2:21][OH:22])=[CH:17][CH:16]=2)=[CH:11][CH:10]=1.F[C:26]1[C:31]([C:32]2[CH:37]=[CH:36][CH:35]=[C:34]([N:38]3[C:42]([C:43]([F:46])([F:45])[F:44])=[C:41]([C:47]([O:49]CC)=[O:48])[CH:40]=[N:39]3)[N:33]=2)=[CH:30][CH:29]=[CH:28][N:27]=1.[OH-:52].[Na+]>O.C(#N)C.O1CCOCC1.CO.CN(C=O)C>[C:9]([OH:5])([C:8]([F:24])([F:23])[F:7])=[O:52].[F:46][C:43]([F:44])([F:45])[C:42]1[N:38]([C:34]2[N:33]=[C:32]([C:31]3[C:26]([O:22][CH2:21][C:18]4[CH:19]=[CH:20][C:15]([C:12]5[CH:11]=[CH:10][C:9]([C:8]([F:23])([F:24])[F:7])=[CH:14][CH:13]=5)=[CH:16][CH:17]=4)=[N:27][CH:28]=[CH:29][CH:30]=3)[CH:37]=[CH:36][CH:35]=2)[N:39]=[CH:40][C:41]=1[C:47]([OH:49])=[O:48] |f:0.1,4.5|. Procedure: To a vial were added successively KOtBu (15.0 mg, 0.13 mmol), [4′-(trifluoromethyl)biphenyl-4-yl]methanol (US Patent 2004209936) (36.0 mg, 0.14 mmol) and DMF (0.3 mL). After 5 min, the title compound from Example 237 Step A (20.0 mg, 0.05 mmol) was added. After 30 min, the reaction mixture was treated with NaOH (0.1 mL, 3 N aqueous, 0.3 mmol), MeOH (0.1 mL) and 1,4-dioxane (0.1 mL) at 50° C. for 20 min. Reverse phase HPLC using a YMC C-18 column (65 to 100% acetonitrile in water, each with 0.1% ... Starting materials: Cc1cnc(N2CCN(C(=O)c3ccc(Br)cc3C)CC2)c(C)c1, CC(C)C1NC(=O)OC1(C)C. The product is Cc1cnc(N2CCN(C(=O)c3ccc(N4C(=O)OC(C)(C)C4C(C)C)cc3C)CC2)c(C)c1. RXN SMILES: [Br:1][c:2]1[cH:3][c:4]([CH3:24])[c:5]([C:8](=[O:9])[N:10]2[CH2:11][CH2:12][N:13]([c:16]3[n:17][cH:18][c:19]([CH3:23])[cH:20][c:21]3[CH3:22])[CH2:14][CH2:15]2)[cH:6][cH:7]1.[CH:25]([CH3:26])([CH3:27])[CH:28]1[NH:29][C:30](=[O:35])[O:31][C:32]1([CH3:33])[CH3:34]>>[c:2]1([N:29]2[CH:28]([CH:25]([CH3:26])[CH3:27])[C:32]([CH3:33])([CH3:34])[O:31][C:30]2=[O:35])[cH:3][c:4]([CH3:24])[c:5]([C:8](=[O:9])[N:10]2[CH2:11][CH2:12][N:13]([c:16]3[n:17][cH:18][c:19]([CH3:23])[cH:20][c:21]3[CH3:22])[CH2:14][CH2:15]2)[cH:6][cH:7]1. Reactants: FC(C(C(=O)O)(O)C)(F)F (α-trifluoromethyl lactic acid), C(=O)(N1C=NC=C1)N1C=NC=C1 (carbonyldiimidazole), C(C)N(S(=O)(=O)C1=CC=C(N)C=C1)CC (4-(N,N-diethylaminosulfonyl)aniline). Run in O1CCCC1 (tetrahydrofuran). Conditions: temperature 22 celsius, time 30 minute. The product is C(C)N(S(=O)(=O)C1=CC=C(C=C1)NC(C(C(F)(F)F)(C)O)=O)CC (N-[4-(N,N-Diethylaminosulfonyl)phenyl]-3,3,3-trifluoro-2-hydroxy-2-methylpropanamide). The yield is 17.5%. As a reaction SMILES: [F:1][C:2]([F:10])([F:9])[C:3]([CH3:8])([OH:7])[C:4](O)=[O:5].C(N1C=CN=C1)(N1C=CN=C1)=O.[CH2:23]([N:25]([CH2:36][CH3:37])[S:26]([C:29]1[CH:35]=[CH:34][C:32]([NH2:33])=[CH:31][CH:30]=1)(=[O:28])=[O:27])[CH3:24]>O1CCCC1>[CH2:36]([N:25]([CH2:23][CH3:24])[S:26]([C:29]1[CH:35]=[CH:34][C:32]([NH:33][C:4](=[O:5])[C:3]([OH:7])([CH3:8])[C:2]([F:10])([F:9])[F:1])=[CH:31][CH:30]=1)(=[O:28])=[O:27])[CH3:37]. Procedure: To a solution of α-trifluoromethyl lactic acid (0.37 g) in dry tetrahydrofuran (10 ml) at 22° C. was added carbonyldiimidazole (0.38 g) in one portion. The mixture was stirred for 30 minutes, then treated with 4-(N,N-diethylaminosulfonyl)aniline (0.53 g) and stirred at 22° C. for 1 hour followed by heating at reflux for 18 hours. After cooling to 22° C., the mixture was concentrated to an oil which was purified by chromatography (9:1 CH2Cl2 : diethyl ether) and crystallization from hexane to pro... Reactants: C1CCOC1, CC(C)CNCc1cccc(CN(Cc2ccc(-c3ccc(F)cc3)cc2)S(=O)(=O)c2cc(Cl)cc(Cl)c2O)c1, O=C=Nc1cccc(Cl)c1Cl. The product is CC(C)CN(Cc1cccc(CN(Cc2ccc(-c3ccc(F)cc3)cc2)S(=O)(=O)c2cc(Cl)cc(Cl)c2O)c1)C(=O)Nc1cccc(Cl)c1Cl. Reaction SMILES: [CH2:52]1[O:53][CH2:54][CH2:55][CH2:56]1.[Cl:1][c:2]1[c:3]([OH:40])[c:4]([S:9](=[O:10])(=[O:11])[N:12]([CH2:13][c:14]2[cH:15][c:16]([CH2:20][NH:21][CH2:22][CH:23]([CH3:24])[CH3:25])[cH:17][cH:18][cH:19]2)[CH2:26][c:27]2[cH:28][cH:29][c:30](-[c:33]3[cH:34][cH:35][c:36]([F:39])[cH:37][cH:38]3)[cH:31][cH:32]2)[cH:5][c:6]([Cl:8])[cH:7]1.[Cl:41][c:42]1[c:43]([N:49]=[C:50]=[O:51])[cH:44][cH:45][cH:46][c:47]1[Cl:48]>>[Cl:1][c:2]1[c:3]([OH:40])[c:4]([S:9](=[O:10])(=[O:11])[N:12]([CH2:13][c:14]2[cH:15][c:16]([CH2:20][N:21]([CH2:22][CH:23]([CH3:24])[CH3:25])[C:50]([NH:49][c:43]3[c:42]([Cl:41])[c:47]([Cl:48])[cH:46][cH:45][cH:44]3)=[O:51])[cH:17][cH:18][cH:19]2)[CH2:26][c:27]2[cH:28][cH:29][c:30](-[c:33]3[cH:34][cH:35][c:36]([F:39])[cH:37][cH:38]3)[cH:31][cH:32]2)[cH:5][c:6]([Cl:8])[cH:7]1. The reactants are C1CCNCC1, Cc1c(C=O)[nH]c2c1C(=O)N(CCN1CCCC1)CC2, CCO, O=C1Cc2cc(F)ccc2N1. The product is Cc1c(C=C2C(=O)Nc3ccc(F)cc32)[nH]c2c1C(=O)N(CCN1CCCC1)CC2. RXN SMILES: [CH2:32]1[CH2:33][CH2:34][NH:35][CH2:36][CH2:37]1.[CH3:1][c:2]1[c:3]([CH:19]=[O:20])[nH:4][c:5]2[c:6]1[C:7](=[O:18])[N:8]([CH2:11][CH2:12][N:13]1[CH2:14][CH2:15][CH2:16][CH2:17]1)[CH2:9][CH2:10]2.[CH3:38][CH2:39][OH:40].[F:21][c:22]1[cH:23][c:24]2[c:28]([cH:29][cH:30]1)[NH:27][C:26](=[O:31])[CH2:25]2>>[CH3:1][c:2]1[c:3]([CH:19]=[C:25]2[c:24]3[cH:23][c:22]([F:21])[cH:30][cH:29][c:28]3[NH:27][C:26]2=[O:31])[nH:4][c:5]2[c:6]1[C:7](=[O:18])[N:8]([CH2:11][CH2:12][N:13]1[CH2:14][CH2:15][CH2:16][CH2:17]1)[CH2:9][CH2:10]2.